This data is from the Open Reaction Database (ORD), a public repository of structured organic reaction records. The task is: describe an organic reaction: reactants, conditions, products, and yield Reactants: CC(=O)O[BH-](OC(C)=O)OC(C)=O, O=CC1CN(Cc2ccccc2)CC1c1ccsc1, Fc1ccc(C2CCNCC2)cc1, [Na+], [Na+], O=C([O-])O. The product is Fc1ccc(C2CCN(CC3CN(Cc4ccccc4)CC3c3ccsc3)CC2)cc1. RXN SMILES: [C:33]([O:34][BH-:35]([O:36][C:37](=[O:38])[CH3:39])[O:40][C:41](=[O:42])[CH3:43])(=[O:44])[CH3:45].[CH2:1]([c:2]1[cH:3][cH:4][cH:5][cH:6][cH:7]1)[N:8]1[CH2:9][CH:10]([CH:18]=[O:19])[CH:11]([c:13]2[cH:14][s:15][cH:16][cH:17]2)[CH2:12]1.[F:20][c:21]1[cH:22][cH:23][c:24]([CH:27]2[CH2:28][CH2:29][NH:30][CH2:31][CH2:32]2)[cH:25][cH:26]1.[Na+:46].[Na+:51].[O-:47][C:48]([OH:49])=[O:50]>>[CH2:1]([c:2]1[cH:3][cH:4][cH:5][cH:6][cH:7]1)[N:8]1[CH2:9][CH:10]([CH2:18][N:30]2[CH2:29][CH2:28][CH:27]([c:24]3[cH:23][cH:22][c:21]([F:20])[cH:26][cH:25]3)[CH2:32][CH2:31]2)[CH:11]([c:13]2[cH:14][s:15][cH:16][cH:17]2)[CH2:12]1. The reactants are ClC1=NC(=C2N=CNC2=N1)N1[C@@H](COCC1)C (2-Chloro-6-((R)-3-methyl-morpholin-4-yl)-9H-purine), C(C)(C)N(CC)C(C)C (diisopropylethylamine), Cl.C[C@H]1NCCOC1 ((R)-3-methylmorpholin hydrochloride). Run in CC(CC)O (2-butanol), C(Cl)Cl (CH2Cl2). Conditions: temperature 180 celsius, time 100 hour. Product: C[C@H]1N(CCOC1)C1=NC(=C2N=CNC2=N1)N1[C@@H](COCC1)C (2,6-Bis-((R)-3-methyl-morpholin-4-yl)-9H-purine). As a reaction SMILES: Cl[C:2]1[N:10]=[C:9]2[C:5]([N:6]=[CH:7][NH:8]2)=[C:4]([N:11]2[CH2:16][CH2:15][O:14][CH2:13][C@H:12]2[CH3:17])[N:3]=1.C(N(C(C)C)CC)(C)C.Cl.[CH3:28][C@@H:29]1[CH2:34][O:33][CH2:32][CH2:31][NH:30]1>CC(O)CC.C(Cl)Cl>[CH3:28][C@@H:29]1[CH2:34][O:33][CH2:32][CH2:31][N:30]1[C:2]1[N:10]=[C:9]2[C:5]([N:6]=[CH:7][NH:8]2)=[C:4]([N:11]2[CH2:16][CH2:15][O:14][CH2:13][C@H:12]2[CH3:17])[N:3]=1 |f:2.3|. Procedure: 2-Chloro-6-((R)-3-methyl-morpholin-4-yl)-9H-purine (1.02 g, 4 mmol), diisopropylethylamine (1.40 mL, 8 mmol), and (R)-3-methylmorpholin hydrochloride (826 mg, 6 mmol) were stirred in 2-butanol (5 mL) in a closed microwave tube under argon at 50° C., until all ingredients were dissolved. The reaction was then stirred at 180° C. for 100 hours. The reaction mixture was then cooled to room temperature and diluted with 200 mL of CH2Cl2.